This data is from the Open Reaction Database (ORD), a public repository of structured organic reaction records. The task is: describe an organic reaction: reactants, conditions, products, and yield Starting materials: O=C(O)c1cccnc1Oc1cc(Cl)c(Br)cc1Cl, CCN(C(C)C)C(C)C, C[n+]1ccccc1Cl, ClCCl, [I-], c1ccc2c(c1)CCCN2. Product: O=C(c1cccnc1Oc1cc(Cl)c(Br)cc1Cl)N1CCCc2ccccc21. RXN SMILES: [Br:1][c:2]1[cH:3][c:4]([Cl:19])[c:5]([O:6][c:7]2[c:8]([C:9](=[O:10])[OH:11])[cH:12][cH:13][cH:14][n:15]2)[cH:16][c:17]1[Cl:18].[CH2:20]([N:21]([CH:22]([CH3:23])[CH3:24])[CH:25]([CH3:26])[CH3:27])[CH3:28].[Cl:30][c:31]1[cH:32][cH:33][cH:34][cH:35][n+:36]1[CH3:37].[Cl:48][CH2:49][Cl:50].[I-:29].[NH:38]1[CH2:39][CH2:40][CH2:41][c:42]2[cH:43][cH:44][cH:45][cH:46][c:47]21>>[Br:1][c:2]1[cH:3][c:4]([Cl:19])[c:5]([O:6][c:7]2[c:8]([C:9](=[O:11])[N:38]3[CH2:39][CH2:40][CH2:41][c:42]4[cH:43][cH:44][cH:45][cH:46][c:47]43)[cH:12][cH:13][cH:14][n:15]2)[cH:16][c:17]1[Cl:18]. Starting materials: CCN=C=NCCCN(C)C, CN(C)c1ccncc1, ClCCl, Cl, Nc1cccc2cnccc12, O=C(O)c1ccc(Br)cc1. Yields the product O=C(Nc1cccc2cnccc12)c1ccc(Br)cc1. RXN SMILES: [CH3:23][N:24]([CH3:25])[CH2:26][CH2:27][CH2:28][N:29]=[C:30]=[N:31][CH2:32][CH3:33].[CH3:34][N:35]([CH3:36])[c:37]1[cH:38][cH:39][n:40][cH:41][cH:42]1.[Cl:43][CH2:44][Cl:45].[ClH:22].[NH2:1][c:2]1[c:3]2[cH:4][cH:5][n:6][cH:7][c:8]2[cH:9][cH:10][cH:11]1.[OH:12][C:13](=[O:14])[c:15]1[cH:16][cH:17][c:18]([Br:19])[cH:20][cH:21]1>>[NH:1]([c:2]1[c:3]2[cH:4][cH:5][n:6][cH:7][c:8]2[cH:9][cH:10][cH:11]1)[C:13](=[O:12])[c:15]1[cH:16][cH:17][c:18]([Br:19])[cH:20][cH:21]1. RXN SMILES: C([O:3][C:4](=[O:22])[CH2:5][C:6]1[CH:11]=[CH:10][C:9]([N:12]2[C:16]3=[N:17][CH:18]=[CH:19][CH:20]=[C:15]3[N:14]=[CH:13]2)=[CH:8][C:7]=1[Cl:21])C.[Li+].[OH-].Cl>C1COCC1>[Cl:21][C:7]1[CH:8]=[C:9]([N:12]2[C:16]3=[N:17][CH:18]=[CH:19][CH:20]=[C:15]3[N:14]=[CH:13]2)[CH:10]=[CH:11][C:6]=1[CH2:5][C:4]([OH:22])=[O:3] |f:1.2|. Solvent: C1CCOC1 (THF). Yields the product ClC1=C(C=CC(=C1)N1C=NC=2C1=NC=CC2)CC(=O)O ((2-Chloro-4-imidazo[4,5-b]pyridin-3-yl-phenyl)-acetic acid). Procedure: A mixture of 0.325 g (2-chloro-4-imidazo[4,5-b]pyridin-3-yl-phenyl)-acetic acid ethyl ester and 2 ml of 0.5 N aqueous solution of LiOH in 2 ml of THF is stirred for 1 hour at 40 C. The mixture obtained is allowed to cool to rt and an acidic pH is adjusted by addition of 0.5 N HCl aqueous solution. A precipitate forms and is collected by vacuum filtration. (2-Chloro-4-imidazo[4,5-b]pyridin-3-yl-phenyl)-acetic acid is obtained in the form of a solid. ES-MS: 288.0 [M+H]+; single peak at tR=3.00 min... Reactants: Cl (HCl), C(C)OC(CC1=C(C=C(C=C1)N1C=NC=2C1=NC=CC2)Cl)=O ((2-chloro-4-imidazo[4,5-b]pyridin-3-yl-phenyl)-acetic acid ethyl ester), aqueous solution, [Li+].[OH-] (LiOH). Run at time 1 hour. Reactants: CC[C@@]12CCCN3[C@@H]1C4=C(C=5C=CC=CC5N4C(=C2)C(=O)OC)CC3 (apovincamine), CC[C@@]12CCCN3[C@@H]1C4=C(C=5C=CC=CC5N4C(=C2)C(=O)OC)CC3 (apovincamine), C(C)(=O)NCCCC(=O)O (4-acetamidobutyric acid), product. Solvent: O (water), alcohol. Yields the product CC[C@@]12CCCN3[C@@H]1C4=C(C=5C=CC=CC5N4C(=C2)C(=O)OC)CC3.C(C)(=O)NCCCC(=O)[O-] (Apovincamine 4-acetamidobutyrate). As a reaction SMILES: [CH3:1][CH2:2][C@:3]12[CH:19]=[C:18]([C:20]([O:22][CH3:23])=[O:21])[N:17]3[C:9]4=[C:10]([CH2:24][CH2:25][N:7]([C@@H:8]14)[CH2:6][CH2:5][CH2:4]2)[C:11]1[CH:12]=[CH:13][CH:14]=[CH:15][C:16]=13.[C:26]([NH:29][CH2:30][CH2:31][CH2:32][C:33]([OH:35])=[O:34])(=[O:28])[CH3:27]>O>[CH3:1][CH2:2][C@:3]12[CH:19]=[C:18]([C:20]([O:22][CH3:23])=[O:21])[N:17]3[C:9]4=[C:10]([CH2:24][CH2:25][N:7]([C@@H:8]14)[CH2:6][CH2:5][CH2:4]2)[C:11]1[CH:12]=[CH:13][CH:14]=[CH:15][C:16]=13.[C:26]([NH:29][CH2:30][CH2:31][CH2:32][C:33]([O-:35])=[O:34])(=[O:28])[CH3:27] |f:3.4|. Reported procedure: According to the method of the preceding example, there are obtained, starting from 3.36 g of apovincamine and 1.45 g of 4-acetamidobutyric acid, 4.4 g of a product, having melting point of 128° C. and insoluble in water and alcohol. The apovincamine content of the salt is 56%. Reactants: C(C)(C)(C)OC(=O)N1CC(C=2C=NC(=CC21)Br)(C)C (6-bromo-3,3-dimethyl-2,3-dihydro-pyrrolo[3,2-c]pyridine-1-carboxylic acid tert-butyl ester), ClC1=C(C=CC=C1)O (2-chlorophenol), N1=C(C=CC=C1)C(=O)O (picolinic acid), P(=O)([O-])([O-])[O-].[K+].[K+].[K+] (potassium phosphate). Reagents/catalysts: [Cu]I (CuI). Solvent: CS(=O)C (DMSO). The product is C(C)(C)(C)OC(=O)N1CC(C=2C=NC(=CC21)OC2=C(C=CC=C2)Cl)(C)C (6-(2-Chloro-phenoxy)-3,3-dimethyl-2,3-dihydro-pyrrolo[3,2-c]pyridine-1-carboxylic acid tert-butyl ester). Isolated yield 82.9%. As a reaction SMILES: [C:1]([O:5][C:6]([N:8]1[C:16]2[CH:15]=[C:14](Br)[N:13]=[CH:12][C:11]=2[C:10]([CH3:19])([CH3:18])[CH2:9]1)=[O:7])([CH3:4])([CH3:3])[CH3:2].[Cl:20][C:21]1[CH:26]=[CH:25][CH:24]=[CH:23][C:22]=1[OH:27].N1C=CC=CC=1C(O)=O.P([O-])([O-])([O-])=O.[K+].[K+].[K+]>CS(C)=O.[Cu]I>[C:1]([O:5][C:6]([N:8]1[C:16]2[CH:15]=[C:14]([O:27][C:22]3[CH:23]=[CH:24][CH:25]=[CH:26][C:21]=3[Cl:20])[N:13]=[CH:12][C:11]=2[C:10]([CH3:19])([CH3:18])[CH2:9]1)=[O:7])([CH3:4])([CH3:3])[CH3:2] |f:3.4.5.6|. Procedure details: A solution of 6-bromo-3,3-dimethyl-2,3-dihydro-pyrrolo[3,2-c]pyridine-1-carboxylic acid tert-butyl ester (150 mg, 0.46 mmol), 2-chlorophenol (0.071 mL, 0.69 mmol), CuI (17 mg, 0.046 mmol), picolinic acid (23 mg, 0.092 mmol) and potassium phosphate (195 mg, 0.92 mmol) in DMSO (1 mL) was stirred at 85° C. overnight. The mixture was allowed to cool and then partitioned between EtOAc and water. The organic extract was washed with brine, dried (MgSO4) and evaporated in vacuo. Chromatography (SiO2; gr... Starting materials: CCc1cn(C2CC(OS(C)(=O)=O)C(COC(c3ccccc3)(c3ccccc3)c3ccccc3)O2)c(=O)[nH]c1=O, COCCOC, [I-], [Na+]. Product: CCc1cn(C2CC(I)C(COC(c3ccccc3)(c3ccccc3)c3ccccc3)O2)c(=O)[nH]c1=O. RXN SMILES: [CH2:1]([CH3:2])[c:3]1[c:4](=[O:41])[nH:5][c:6](=[O:40])[n:7]([CH:8]2[CH2:9][CH:10]([O:11][S:12]([CH3:13])(=[O:14])=[O:15])[CH:16]([CH2:17][O:18][C:19]([c:20]3[cH:21][cH:22][cH:23][cH:24][cH:25]3)([c:26]3[cH:27][cH:28][cH:29][cH:30][cH:31]3)[c:32]3[cH:33][cH:34][cH:35][cH:36][cH:37]3)[O:38]2)[cH:39]1.[CH3:44][O:45][CH2:46][CH2:47][O:48][CH3:49].[I-:43].[Na+:42]>>[CH2:1]([CH3:2])[c:3]1[c:4](=[O:41])[nH:5][c:6](=[O:40])[n:7]([CH:8]2[CH2:9][CH:10]([I:43])[CH:16]([CH2:17][O:18][C:19]([c:20]3[cH:21][cH:22][cH:23][cH:24][cH:25]3)([c:26]3[cH:27][cH:28][cH:29][cH:30][cH:31]3)[c:32]3[cH:33][cH:34][cH:35][cH:36][cH:37]3)[O:38]2)[cH:39]1. Starting materials: C1CCOC1, Cl, [H-], FC(F)(F)Oc1ccc(I)cc1, N#CCC#N, [Na+], O. Product: N#CC(C#N)c1ccc(OC(F)(F)F)cc1. Reaction SMILES: [CH2:21]1[O:22][CH2:23][CH2:24][CH2:25]1.[ClH:20].[H-:1].[I:8][c:9]1[cH:10][cH:11][c:12]([O:15][C:16]([F:17])([F:18])[F:19])[cH:13][cH:14]1.[N:3]#[C:4][CH2:5][C:6]#[N:7].[Na+:2].[OH2:26]>>[N:3]#[C:4][CH:5]([C:6]#[N:7])[c:9]1[cH:10][cH:11][c:12]([O:15][C:16]([F:17])([F:18])[F:19])[cH:13][cH:14]1. Starting materials: ClCCCl, CN(C)CCN, CCN(C(C)C)C(C)C, COc1cc(C(=O)N2CCC(CCN3CCC(C(=O)O)(c4ccccc4)CC3)(c3ccc(Cl)c(Cl)c3)C2)cc(OC)c1OC, ClCCl, On1nnc2ccccc21. The product is COc1cc(C(=O)N2CCC(CCN3CCC(C(=O)NCCN(C)C)(c4ccccc4)CC3)(c3ccc(Cl)c(Cl)c3)C2)cc(OC)c1OC. RXN SMILES: [CH2:61]([Cl:62])[CH2:63][Cl:64].[CH3:45][N:46]([CH2:47][CH2:48][NH2:49])[CH3:50].[CH:65]([N:66]([CH2:67][CH3:68])[CH:69]([CH3:70])[CH3:71])([CH3:72])[CH3:73].[Cl:1][c:2]1[cH:3][c:4]([C:9]2([CH2:28][CH2:29][N:30]3[CH2:31][CH2:32][C:33]([C:36](=[O:37])[OH:38])([c:39]4[cH:40][cH:41][cH:42][cH:43][cH:44]4)[CH2:34][CH2:35]3)[CH2:10][N:11]([C:14]([c:15]3[cH:16][c:17]([O:25][CH3:26])[c:18]([O:23][CH3:24])[c:19]([O:21][CH3:22])[cH:20]3)=[O:27])[CH2:12][CH2:13]2)[cH:5][cH:6][c:7]1[Cl:8].[Cl:74][CH2:75][Cl:76].[OH:51][n:52]1[c:53]2[c:54]([cH:55][cH:56][cH:57][cH:58]2)[n:59][n:60]1>>[Cl:1][c:2]1[cH:3][c:4]([C:9]2([CH2:28][CH2:29][N:30]3[CH2:31][CH2:32][C:33]([C:36](=[O:37])[NH:49][CH2:48][CH2:47][N:46]([CH3:45])[CH3:50])([c:39]4[cH:40][cH:41][cH:42][cH:43][cH:44]4)[CH2:34][CH2:35]3)[CH2:10][N:11]([C:14]([c:15]3[cH:16][c:17]([O:25][CH3:26])[c:18]([O:23][CH3:24])[c:19]([O:21][CH3:22])[cH:20]3)=[O:27])[CH2:12][CH2:13]2)[cH:5][cH:6][c:7]1[Cl:8].